Dataset: the Open Reaction Database (ORD), a public repository of structured organic reaction records. Task: describe an organic reaction: reactants, conditions, products, and yield Yield: 99.9%. Yields the product BrC=1C=C(CSC)C=CC1OC1=C(C=C(C=C1)F)F ((3-bromo-4-(2,4-difluorophenoxy)benzyl)(methyl)sulfane). Reaction SMILES: [Br:1][C:2]1[CH:7]=[C:6]([CH2:8]Br)[CH:5]=[CH:4][C:3]=1[O:10][C:11]1[CH:16]=[CH:15][C:14]([F:17])=[CH:13][C:12]=1[F:18].[CH3:19][S-:20].[Na+]>CN(C)C=O>[Br:1][C:2]1[CH:7]=[C:6]([CH:5]=[CH:4][C:3]=1[O:10][C:11]1[CH:16]=[CH:15][C:14]([F:17])=[CH:13][C:12]=1[F:18])[CH2:8][S:20][CH3:19] |f:1.2|. Procedure details: A mixture of Example 52C (1.512 g, 4.00 mmol) and sodium thiomethoxide (0.280 g, 4.00 mmol) in dimethylformamide (8 mL) was stirred at room temperature for 6 hours. The reaction mixture was partitioned with ethyl acetate and water. The organic layer was washed with saturated aqueous sodium chloride twice, dried with anhydrous sodium sulfate, filtered, and concentrated to provide the title compound (1.38 g, 100%). Starting materials: BrC1=C(C=CC(=C1)CBr)OC1=C(C=C(C=C1)F)F (2-bromo-4-(bromomethyl)-1-(2,4-difluorophenoxy)benzene), C[S-].[Na+] (sodium thiomethoxide). Solvent: CN(C=O)C (dimethylformamide). Starting materials: FC1=C(C=C(C=C1)C1=CC=C(C=C1)C(C(C)C)(C=1N=CN(C1)C(C1=CC=CC=C1)(C1=CC=CC=C1)C1=CC=CC=C1)O)NC(C)=O (N-{4-fluoro-4′-[1-hydroxy-2-methyl-1-(1-trityl-1H-imidazol-4-yl)propyl][1,1′-biphenyl]-3-yl}acetamide), Cl.N1=CC=CC=C1 (pyridine hydrochloride). Product: FC1=C(C=C(C=C1)C1=CC=C(C=C1)C(C(C)C)(C=1N=CNC1)O)NC(C)=O (N-{4-fluoro-4′-[1-hydroxy-1-(1H-imidazol-4-yl)-2-methylpropyl][1,1′-biphenyl]-3-yl}acetamide). Yield: 51.3%. RXN SMILES: [F:1][C:2]1[CH:7]=[CH:6][C:5]([C:8]2[CH:13]=[CH:12][C:11]([C:14]([OH:42])([C:18]3[N:19]=[CH:20][N:21](C(C4C=CC=CC=4)(C4C=CC=CC=4)C4C=CC=CC=4)[CH:22]=3)[CH:15]([CH3:17])[CH3:16])=[CH:10][CH:9]=2)=[CH:4][C:3]=1[NH:43][C:44](=[O:46])[CH3:45].Cl.N1C=CC=CC=1>>[F:1][C:2]1[CH:7]=[CH:6][C:5]([C:8]2[CH:13]=[CH:12][C:11]([C:14]([OH:42])([C:18]3[N:19]=[CH:20][NH:21][CH:22]=3)[CH:15]([CH3:16])[CH3:17])=[CH:10][CH:9]=2)=[CH:4][C:3]=1[NH:43][C:44](=[O:46])[CH3:45] |f:1.2|. Procedure details: By the reaction in the same manner as in Example 4-(iii) using N-{4-fluoro-4′-[1-hydroxy-2-methyl-1-(1-trityl-1H-imidazol-4-yl)propyl][1,1′-biphenyl]-3-yl}acetamide (1.29 g) and pyridine hydrochloride (297 mg), the title compound (399 mg) was obtained as a colorless amorphous powder. Reactants: O (water), BrC=1C=NC=C(C1)C(F)(F)F (3-bromo-5-(trifluoromethyl)pyridine), C(C1=CC=CC=C1)(C1=CC=CC=C1)=N (benzophenone imine), C(=O)([O-])[O-].[Cs+].[Cs+] (Cs2CO3). The reagents and catalysts are C=1C=CC(=CC1)/C=C/C(=O)/C=C/C2=CC=CC=C2.C=1C=CC(=CC1)/C=C/C(=O)/C=C/C2=CC=CC=C2.C=1C=CC(=CC1)/C=C/C(=O)/C=C/C2=CC=CC=C2.[Pd].[Pd] (Pd2(dba)3), C=1C=CC(=CC1)P(C=2C=CC=CC2)C3=CC=C4C=CC=CC4=C3C5=C6C=CC=CC6=CC=C5P(C=7C=CC=CC7)C=8C=CC=CC8 (BINAP). The solvent is O1CCOCC1 (1,4-dioxane). Reaction conditions: temperature 110 celsius, time 16 hour. Yields the product C1(=CC=CC=C1)C(=NC=1C=NC=C(C1)C(F)(F)F)C1=CC=CC=C1 (1,1-diphenyl-N-[5-(trifluoromethyl)-3-pyridyl]methanimine). The yield is 97.6%. Reaction SMILES: Br[C:2]1[CH:3]=[N:4][CH:5]=[C:6]([C:8]([F:11])([F:10])[F:9])[CH:7]=1.[C:12](=[NH:25])([C:19]1[CH:24]=[CH:23][CH:22]=[CH:21][CH:20]=1)[C:13]1[CH:18]=[CH:17][CH:16]=[CH:15][CH:14]=1.C([O-])([O-])=O.[Cs+].[Cs+].O>O1CCOCC1.C1C=CC(/C=C/C(/C=C/C2C=CC=CC=2)=O)=CC=1.C1C=CC(/C=C/C(/C=C/C2C=CC=CC=2)=O)=CC=1.C1C=CC(/C=C/C(/C=C/C2C=CC=CC=2)=O)=CC=1.[Pd].[Pd].C1C=CC(P(C2C(C3C(P(C4C=CC=CC=4)C4C=CC=CC=4)=CC=C4C=3C=CC=C4)=C3C(C=CC=C3)=CC=2)C2C=CC=CC=2)=CC=1>[C:19]1([C:12]([C:13]2[CH:14]=[CH:15][CH:16]=[CH:17][CH:18]=2)=[N:25][C:2]2[CH:3]=[N:4][CH:5]=[C:6]([C:8]([F:11])([F:10])[F:9])[CH:7]=2)[CH:20]=[CH:21][CH:22]=[CH:23][CH:24]=1 |f:2.3.4,7.8.9.10.11|. Procedure: Add 3-bromo-5-(trifluoromethyl)pyridine (600 mg, 2.67 mmol), benzophenone imine (701 mg, 4.0 mmol), Cs2CO3 (2.17 g, 6.68 mmol), BINAP (25 mg, 0.040 mmol), Pd2(dba)3 (24 mg, 0.027 mmol) in 1,4-dioxane (10 mL), stir at 110° C. for 16 hrs. Cool to room temperature, add water (100 mL), extract with EtOAc (15 mL×3), wash the combined organic layers with brine, dry over anhydrous Na2SO4, concentrate under reduced pressure to give the crude product. Purification by chromatography (silica gel, EtOAc:PE=...